From a dataset of the Open Reaction Database (ORD), a public repository of structured organic reaction records. describe an organic reaction: reactants, conditions, products, and yield The reactants are ClC1=NC=C(C(=N1)N([C@H](C(=O)OC)CC)C1CCCC1)[N+](=O)[O-] (methyl (2S)-2-[(2-chloro-5-nitro-pyrimidin-4-yl)-cyclopentyl-amino]butanoate). Reagents/catalysts: [Fe] (iron). Solvent: C(C)(=O)O (acetic acid). Reaction conditions: temperature 65 celsius, time 1.5 hour. Product: ClC1=NC=2N([C@H](C(NC2C=N1)=O)CC)C1CCCC1 ((7S)-2-chloro-8-cyclopentyl-7-ethyl-5,7-dihydropteridin-6-one). The yield is 92.0%. RXN SMILES: [Cl:1][C:2]1[N:7]=[C:6]([N:8]([CH:16]2[CH2:20][CH2:19][CH2:18][CH2:17]2)[C@@H:9]([CH2:14][CH3:15])[C:10](OC)=[O:11])[C:5]([N+:21]([O-])=O)=[CH:4][N:3]=1>C(O)(=O)C.[Fe]>[Cl:1][C:2]1[N:3]=[CH:4][C:5]2[NH:21][C:10](=[O:11])[C@H:9]([CH2:14][CH3:15])[N:8]([CH:16]3[CH2:20][CH2:19][CH2:18][CH2:17]3)[C:6]=2[N:7]=1. Reported procedure: Methyl (2S)-2-[(2-chloro-5-nitro-pyrimidin-4-yl)-cyclopentyl-amino]butanoate 41d (14.17 g, 41.33 mmol) was dissolved in 300 mL of acetic acid followed by the addition of iron powder (9 g, 0.17 mol). After exothermic reaction was completed, the reaction solution was heated to 65° C., and stirred for 1.5 hours. The reaction mixture was filtered and the filter cake was washed with dichloromethane (350 mL). The filtrate was concentrated under reduced pressure, added with 150 mL of water and filtered... Starting materials: C(C)N(C1=CC=CC=C1)CC (N,N-diethylaniline), COC1=CC=C(C=C1)C1=COC=2N=CNC(C21)=O (5-(4-methoxyphenyl)furo[2,3-d]pyrimidin-4(3H)-one), P(=O)(Cl)(Cl)Cl (phosphoryl chloride), P(=O)(Cl)(Cl)Cl (phosphoryl chloride). Run in C1(=CC=CC=C1)C (toluene). Reaction conditions: temperature 100 celsius, time 15 hour. The product is ClC=1C2=C(N=CN1)OC=C2C2=CC=C(C=C2)OC (4-Chloro-5-(4-methoxyphenyl)furo[2,3-d]pyrimidine). RXN SMILES: C(N(CC)C1C=CC=CC=1)C.[CH3:12][O:13][C:14]1[CH:19]=[CH:18][C:17]([C:20]2[C:28]3[C:27](=O)[NH:26][CH:25]=[N:24][C:23]=3[O:22][CH:21]=2)=[CH:16][CH:15]=1.P(Cl)(Cl)([Cl:32])=O>C1(C)C=CC=CC=1>[Cl:32][C:27]1[C:28]2[C:20]([C:17]3[CH:18]=[CH:19][C:14]([O:13][CH3:12])=[CH:15][CH:16]=3)=[CH:21][O:22][C:23]=2[N:24]=[CH:25][N:26]=1. Procedure: Add 14.5 ml (13.6 g, 90.8 mmol) N,N-diethylaniline to a suspension of 10.0 g (41.3 mmol) 5-(4-methoxyphenyl)furo[2,3-d]pyrimidin-4(3H)-one in 250 ml toluene and heat to 100° C. At this temperature, add 4.2 ml (7.0 g, 45.4 mmol) phosphoryl chloride dropwise, and stir the reaction mixture for 15 h at 100° C. Then add a further 1.2 ml (2.0 g, 13 mmol) phosphoryl chloride and stir the reaction mixture again for 22 h at 100° C. After cooling to room temperature, quickly wash the reaction solution wit... Starting materials: FC(C(=O)O)(F)F (Trifluoroacetic Acid), C(C)(C)(C)OC(=O)N1CC(CCC1)N1CCN(CC1)C (3-(4-Methyl-piperazin-1-yl)-piperidine-1-carboxylic acid tert-butyl ester), C(Cl)Cl (Methylene chloride). Reaction conditions: time 8 hour. Product: CN1CCN(CC1)C1CNCCC1 (1-Methyl-4-piperidin-3-yl-piperazine), C(=O)(C(F)(F)F)O (TFA). RXN SMILES: C(OC([N:8]1[CH2:13][CH2:12][CH2:11][CH:10]([N:14]2[CH2:19][CH2:18][N:17]([CH3:20])[CH2:16][CH2:15]2)[CH2:9]1)=O)(C)(C)C.C(Cl)Cl.[F:24][C:25]([F:30])([F:29])[C:26]([OH:28])=[O:27]>>[CH3:20][N:17]1[CH2:18][CH2:19][N:14]([CH:10]2[CH2:11][CH2:12][CH2:13][NH:8][CH2:9]2)[CH2:15][CH2:16]1.[C:26]([OH:28])([C:25]([F:30])([F:29])[F:24])=[O:27]. Reported procedure: 3-(4-Methyl-piperazin-1-yl)-piperidine-1-carboxylic acid tert-butyl ester (2.25 g, 7.94 mmol) was dissolved in Methylene chloride (50.0 mL, 7.80E2 mmol) and the reaction mixture was treated with Trifluoroacetic Acid (6.0 mL, 78 mmol). The reaction was allowed to stir overnight at room temperature. The solvent was then removed en vacuo to afford 1-Methyl-4-piperidin-3-yl-piperazine as a TFA salt. The crude product contained excess TFA, which was neutralized in the next synthetic step. (M+H)=184.0... Starting materials: C1(=CC=CC=C1)CC1=CC=CC=C1 (diphenylmethane), ( nD25 ), C(C1=CC=CC=C1)C1=C(C=CC=C1)CC1=CC=CC=C1 (dibenzylbenzene), ( 2,180 ), C(C1=CC=CC=C1)O (benzyl alcohol), B(F)(F)F (boron trifluoride), C1(=CC=CC=C1)CC1=CC=CC=C1 (diphenylmethane). Run in C1=CC=CC=C1 (benzene). Conditions: temperature 60 celsius, time 9 hour. Product: C(C1=CC=CC=C1)C=1C(=C(C=CC1)CC1=CC=CC=C1)CC1=CC=CC=C1 (tribenzylbenzene). As a reaction SMILES: [CH2:1](O)[C:2]1[CH:7]=[CH:6][CH:5]=[CH:4][CH:3]=1.B(F)(F)F.C1(CC2C=CC=CC=2)C=CC=CC=1.[CH2:26]([C:33]1[CH:38]=[CH:37][CH:36]=[CH:35][C:34]=1[CH2:39][C:40]1[CH:45]=[CH:44][CH:43]=[CH:42][CH:41]=1)[C:27]1[CH:32]=[CH:31][CH:30]=[CH:29][CH:28]=1>C1C=CC=CC=1>[CH2:1]([C:35]1[C:34]([CH2:39][C:40]2[CH:41]=[CH:42][CH:43]=[CH:44][CH:45]=2)=[C:33]([CH2:26][C:27]2[CH:32]=[CH:31][CH:30]=[CH:29][CH:28]=2)[CH:38]=[CH:37][CH:36]=1)[C:2]1[CH:7]=[CH:6][CH:5]=[CH:4][CH:3]=1. Reported procedure: Two thousand one hundred and eighty (2,180) grams (2,060 cc) of benzyl alcohol and 1,560 g (1,780 cc) of benzene were introduced into a 10-liter flask, and 940 g of boron trifluoride gas was blown into the flask. The whole mass was transferred into an autoclave, agitated at 60° C. for 9 hours, heated, thereafter cooled and then separated into the lower layer (acid layer) and upper layer (oil layer). The upper layer (oil layer) was incorporated with 1.5 l of a 10% aqueous solution of sodium hydro... As a reaction SMILES: [C:1]([O:2][CH2:3][CH3:4])(=[O:5])[CH2:6][C:7]([O:8][CH2:9][CH3:10])=[O:11].[CH3:52][OH:53].[Cl:14][c:15]1[n:16][c:17](-[c:24]2[n:25][c:26]([O:30][c:31]3[c:32]([Cl:37])[cH:33][cH:34][cH:35][cH:36]3)[cH:27][cH:28][cH:29]2)[n:18][c:19]([CH2:21][CH2:22][CH3:23])[cH:20]1.[H-:12].[Na+:13].[Na+:39].[Na+:45].[Na+:46].[O-:47][C:48](=[O:49])[O-:50].[O:54]1[CH2:55][CH2:56][CH2:57][CH2:58]1.[OH-:38].[OH2:51].[S:40](=[O:41])(=[O:42])([OH:43])[OH:44]>>[CH3:1][c:15]1[n:16][c:17](-[c:24]2[n:25][c:26]([O:30][c:31]3[c:32]([Cl:37])[cH:33][cH:34][cH:35][cH:36]3)[cH:27][cH:28][cH:29]2)[n:18][c:19]([CH2:21][CH2:22][CH3:23])[cH:20]1. Yields the product CCCc1cc(C)nc(-c2cccc(Oc3ccccc3Cl)n2)n1. The reactants are CCOC(=O)CC(=O)OCC, CO, CCCc1cc(Cl)nc(-c2cccc(Oc3ccccc3Cl)n2)n1, [H-], [Na+], [Na+], [Na+], [Na+], O=C([O-])[O-], C1CCOC1, [OH-], O, O=S(=O)(O)O. Reactants: O1CCCC1 (tetrahydrofuran), C(O)C=1C(=C(C(=CC1)O)C)CO (dimethylol cresol), C(C)(=O)OC(C)=O (acetic anhydride). Product: CC(=O)CC(=O)O (diacetate), C(O)C1=CC(=CC(=C1O)CO)C (2,6-dimethylol-p-cresol). Reaction SMILES: [CH2:1]([C:3]1[C:4](CO)=[C:5]([CH3:10])[C:6]([OH:9])=[CH:7][CH:8]=1)[OH:2].[C:13]([O:16][C:17](=[O:19])[CH3:18])(=[O:15])C.[O:20]1CCCC1>>[CH3:3][C:1]([CH2:18][C:17]([OH:16])=[O:19])=[O:2].[CH2:10]([C:5]1[C:6]([OH:9])=[C:7]([CH2:13][OH:15])[CH:8]=[C:3]([CH3:1])[CH:4]=1)[OH:20]. Procedure: The diacetate of 2,6-dimethylol-p-cresol (DMPC) was prepared by reacting 3.4 g of the dimethylol cresol with 4.8 g of acetic anhydride in the presence of 7.8 g of tetrahydrofuran. The product is C(=O)(O)CCSC1C=2C=CC=C(C2C(C2=C(C=CC=C12)O)=O)O (10-(carboxyethylthio)-1,8-dihydroxy-9-anthrone). As a reaction SMILES: Br[CH:2]1[C:15]2[C:10](=[C:11]([OH:16])[CH:12]=[CH:13][CH:14]=2)[C:9](=[O:17])[C:8]2[C:7]([OH:18])=[CH:6][CH:5]=[CH:4][C:3]1=2.[SH:19][CH2:20][CH2:21][C:22]([OH:24])=[O:23]>ClCCl>[C:22]([CH2:21][CH2:20][S:19][CH:2]1[C:15]2[C:10](=[C:11]([OH:16])[CH:12]=[CH:13][CH:14]=2)[C:9](=[O:17])[C:8]2[C:7]([OH:18])=[CH:6][CH:5]=[CH:4][C:3]1=2)([OH:24])=[O:23]. Reactants: BrC1C=2C=CC=C(C2C(C2=C(C=CC=C12)O)=O)O (10-Bromo-1,8-dihydroxy-9-anthrone), SCCC(=O)O (3-mercaptopropionic acid). The solvent is ClCCl (dichloromethane). Isolated yield 72.7%. Reaction conditions: time 3 day. Reported procedure: 10-Bromo-1,8-dihydroxy-9-anthrone (305 mg) was dissolved in dichloromethane (10 ml) and 3-mercaptopropionic acid (0.09 ml) was added. The solution was stirred at room temperature for 3 days, during which time a yellow precipitate was formed. This precipitate was filtered off and recrystallised from absolute ethanol to give 10-(carboxyethylthio)-1,8-dihydroxy-9-anthrone (240 mg, 72.7%) as pale yellow needles, melting point 152°-15° C. Reactants: CN(C(=O)N1CC2C(C1)CC(C2)(C)N)C (5-amino-5-methyl-hexahydro-cyclopenta[c]pyrrole-2-carboxylic acid dimethylamide), ClCC(=O)N1[C@@H](C[C@@H](C1)F)C#N ((2S,4S)-1-(2-chloroacetyl)-4-fluoropyrrolidine-2-carbonitrile), C([O-])([O-])=O.[K+].[K+] (potassium carbonate). The solvent is ClCCl (dichloromethane), CN(C=O)C (N,N-dimethylformamide). Yields the product C(#N)[C@H]1N(C[C@H](C1)F)C(CNC1(CC2C(CN(C2)C(=O)N(C)C)C1)C)=O (5-[2-((2S,4S)-2-cyano-4-fluoro-pyrrolidin-1-yl)-2-oxo-ethylamino]-N,N,5-trimethyl-hexahydro-cyclopenta[c]pyrrole-2(1H)-carboxamide). Isolated yield 57.7%. Reaction SMILES: [CH3:1][N:2]([CH3:15])[C:3]([N:5]1[CH2:9][CH:8]2[CH2:10][C:11]([NH2:14])([CH3:13])[CH2:12][CH:7]2[CH2:6]1)=[O:4].Cl[CH2:17][C:18]([N:20]1[CH2:24][C@@H:23]([F:25])[CH2:22][C@H:21]1[C:26]#[N:27])=[O:19].C(=O)([O-])[O-].[K+].[K+]>ClCCl.CN(C)C=O>[C:26]([C@@H:21]1[CH2:22][C@H:23]([F:25])[CH2:24][N:20]1[C:18](=[O:19])[CH2:17][NH:14][C:11]1([CH3:13])[CH2:12][CH:7]2[CH2:6][N:5]([C:3]([N:2]([CH3:1])[CH3:15])=[O:4])[CH2:9][CH:8]2[CH2:10]1)#[N:27] |f:2.3.4|. Reported procedure: 5-Amino-5-methyl-hexahydro-cyclopenta[c]pyrrole-2-carboxylic acid dimethylamide 12f (130 mg, 0.616 mmol), (2S,4S)-1-(2-chloroacetyl)-4-fluoropyrrolidine-2-carbonitrile 13g (117.4 mg, 0.616 mmol) and potassium carbonate (85 mg, 0.616 mmol) were dissolved in the solvent mixture of 2 mL of dichloromethane and 2 mL of N,N-dimethylformamide with stirring under nitrogen atmosphere. The reaction mixture was reacted overnight at room temperature. The reaction was monitored by TLC until the disappearance... The reactants are C1(CCCCC1)N (cyclohexylamine), C(C)(=O)OCC (ethyl acetate), CO (methanol), C(#N)C1=C(C=CC=C1)C1=C(C=CC=C1)C(CCC(=O)O)=O (4-(2'-cyanobiphenylyl)-4-oxo-butyric acid). The product is C(#N)C1=C(C=CC=C1)C1=CC=C(C=C1)C(CCC(=O)O)O (4-(2'-Cyano-4-biphenylyl)-4-hydroxy-butyric acid). Isolated yield 94.0%. RXN SMILES: [C:1]([C:3]1[CH:8]=[CH:7][CH:6]=[CH:5][C:4]=1[C:9]1[CH:14]=[CH:13][CH:12]=[CH:11][C:10]=1C(=O)CCC(O)=O)#[N:2].[CH:22]1(N)[CH2:27]CCCC1.[C:29]([O:32]CC)(=[O:31])[CH3:30].C[OH:36]>>[C:1]([C:3]1[CH:8]=[CH:7][CH:6]=[CH:5][C:4]=1[C:9]1[CH:10]=[CH:11][C:12]([CH:27]([OH:36])[CH2:22][CH2:30][C:29]([OH:32])=[O:31])=[CH:13][CH:14]=1)#[N:2]. Reported procedure: Prepared analogous to Example 25 from 4-(2'-cyanobiphenylyl)-4-oxo-butyric acid. Melting point of the cyclohexylamine salt: 167°-168° C. (from ethyl acetate by addition of 15% methanol). Yield: 94% of theory. Reactants: BrCc1ccccc1, Cc1cccc2c(-c3cccc(NCc4ccc(CC(=O)O)cc4)c3)c(C(=O)c3ccccc3)cnc12, O=C([O-])[O-], [Cs+], [Cs+], CN(C)C=O. Yields the product Cc1cccc2c(-c3cccc(NCc4ccc(C(Cc5ccccc5)C(=O)O)cc4)c3)c(C(=O)c3ccccc3)cnc12. RXN SMILES: [Br:38][CH2:39][c:40]1[cH:41][cH:42][cH:43][cH:44][cH:45]1.[C:1]([c:2]1[cH:3][cH:4][cH:5][cH:6][cH:7]1)(=[O:8])[c:9]1[cH:10][n:11][c:12]2[c:13]([CH3:37])[cH:14][cH:15][cH:16][c:17]2[c:18]1-[c:19]1[cH:20][c:21]([NH:25][CH2:26][c:27]2[cH:28][cH:29][c:30]([CH2:33][C:34](=[O:35])[OH:36])[cH:31][cH:32]2)[cH:22][cH:23][cH:24]1.[C:46](=[O:47])([O-:48])[O-:49].[Cs+:50].[Cs+:51].[O:52]=[CH:53][N:54]([CH3:55])[CH3:56]>>[C:1]([c:2]1[cH:3][cH:4][cH:5][cH:6][cH:7]1)(=[O:8])[c:9]1[cH:10][n:11][c:12]2[c:13]([CH3:37])[cH:14][cH:15][cH:16][c:17]2[c:18]1-[c:19]1[cH:20][c:21]([NH:25][CH2:26][c:27]2[cH:28][cH:29][c:30]([CH:33]([C:34](=[O:35])[OH:36])[CH2:39][c:40]3[cH:41][cH:42][cH:43][cH:44][cH:45]3)[cH:31][cH:32]2)[cH:22][cH:23][cH:24]1.